This data is from the Open Reaction Database (ORD), a public repository of structured organic reaction records. The task is: describe an organic reaction: reactants, conditions, products, and yield Reactants: O=S1CCN(c2nc(Cl)nc3c(NCc4ccccc4)ncnc23)CC1, CCCNCCO. Yields the product CCCN(CCO)c1nc(N2CCS(=O)CC2)c2ncnc(NCc3ccccc3)c2n1. RXN SMILES: [CH2:1]([c:2]1[cH:3][cH:4][cH:5][cH:6][cH:7]1)[NH:8][c:9]1[n:10][cH:11][n:12][c:13]2[c:14]1[n:15][c:16]([Cl:26])[n:17][c:18]2[N:19]1[CH2:20][CH2:21][S:22](=[O:25])[CH2:23][CH2:24]1.[OH:27][CH2:28][CH2:29][NH:30][CH2:31][CH2:32][CH3:33]>>[CH2:1]([c:2]1[cH:3][cH:4][cH:5][cH:6][cH:7]1)[NH:8][c:9]1[n:10][cH:11][n:12][c:13]2[c:14]1[n:15][c:16]([N:30]([CH2:29][CH2:28][OH:27])[CH2:31][CH2:32][CH3:33])[n:17][c:18]2[N:19]1[CH2:20][CH2:21][S:22](=[O:25])[CH2:23][CH2:24]1. Starting materials: C1[C@H]([C@@H]2[C@H](O1)[C@H](CO2)O)O (isosorbide), C(CCCCCCC)(=O)O (octanoic acid). The reagents and catalysts are [OH-].[Na+] (sodium hydroxide). Run in O (water). Conditions: temperature 180 celsius. Product: C1[C@H]([C@@H]2[C@H](O1)[C@H](CO2)O)O.C(CCCCCCC)(=O)[O-] (Isosorbide Caprylate). Reaction SMILES: [CH2:1]1[O:5][C@@H:4]2[C@@H:6]([OH:9])[CH2:7][O:8][C@@H:3]2[C@@H:2]1[OH:10].[C:11]([OH:20])(=[O:19])[CH2:12][CH2:13][CH2:14][CH2:15][CH2:16][CH2:17][CH3:18]>[OH-].[Na+].O>[CH2:1]1[O:5][C@@H:4]2[C@@H:6]([OH:9])[CH2:7][O:8][C@@H:3]2[C@@H:2]1[OH:10].[C:11]([O-:20])(=[O:19])[CH2:12][CH2:13][CH2:14][CH2:15][CH2:16][CH2:17][CH3:18] |f:2.3,5.6|. Procedure details: In a stirred apparatus with distillation head, 190.0 g (1.3 mol) of isosorbide (“Sorbon” from Ecogreen Oleochemicals) and 187.5 g (1.3 mol) of octanoic acid (caprylic acid) are initially charged at 80° C. together with 0.38 g of aqueous sodium hydroxide solution (18% by weight strength, aqueous) as catalyst. With stirring and under a flow of nitrogen (10-12 liters per hour), the reaction mixture is initially heated to 180° C., where the water of reaction begins to distill off. The reaction is th... RXN SMILES: [Cl:1][C:2]1[C:7]([C:8]([F:11])([F:10])[F:9])=[CH:6][N:5]=[C:4]([NH:12][C:13]2[CH:27]=[CH:26][C:16](CP(=O)(OCC)OCC)=[CH:15][CH:14]=2)[N:3]=1.[CH2:28]([P:31](C1C=C(C=CC=1)N)([CH2:33][CH2:34][CH3:35])=[O:32])[CH2:29][CH3:30].ClC1N=C(Cl)C(C(F)(F)F)=CN=1>>[Cl:1][C:2]1[C:7]([C:8]([F:10])([F:11])[F:9])=[CH:6][N:5]=[C:4]([NH:12][C:13]2[CH:14]=[CH:15][CH:16]=[C:26]([P:31]([CH2:33][CH2:34][CH3:35])([CH2:28][CH2:29][CH3:30])=[O:32])[CH:27]=2)[N:3]=1. Procedure details: The title compound was prepared according to the procedure for diethyl (4-{[4-chloro-5-(trifluoromethyl)pyrimidin-2-yl]amino}benzyl)phosphonate using 3-(dipropylphosphoryl) aniline (Compound 168C) and 2,4-dichloro-5-trifluoromethylpyrimidine. 1H NMR (400 MHz, CHLOROFORM-d) δ 1.00 (td, J=7.26, 0.88 Hz, 6H), 1.47-1.58 (m, 2H), 1.64-1.77 (m, 2H), 1.82-1.94 (m, 2H), 1.97-2.10 (m, 2H), 7.33-7.40 (m, 1H), 7.51 (td, J=7.83, 3.28 Hz, 1H), 8.00 (d, J=8.34 Hz, 1 H), 8.08 (d, J=12.13 Hz, 1 H), 8.60 (s, 1 H... Product: ClC1=NC(=NC=C1C(F)(F)F)NC1=CC(=CC=C1)P(=O)(CCC)CCC (4-chloro-N-[3-(dipropylphosphoryl)phenyl]-5-(trifluoromethyl)pyrimidin-2-amine). Reactants: ClC1=NC(=NC=C1C(F)(F)F)NC1=CC=C(CP(OCC)(OCC)=O)C=C1 (diethyl (4-{[4-chloro-5-(trifluoromethyl)pyrimidin-2-yl]amino}benzyl)phosphonate), ClC1=NC=C(C(=N1)Cl)C(F)(F)F (2,4-dichloro-5-trifluoromethylpyrimidine), ( 100 ), C(CC)P(=O)(CCC)C=1C=C(N)C=CC1 (3-(dipropylphosphoryl) aniline), C(CC)P(=O)(CCC)C=1C=C(N)C=CC1 (3-(dipropylphosphoryl) aniline). Starting materials: O=C([O-])[O-], CC(C)=O, Cn1cnc(-c2ccccc2)c1C=O, [K+], [K+], [K+], O=[Mn](=O)(=O)[O-], O. Yields the product Cn1cnc(-c2ccccc2)c1C(=O)O. As a reaction SMILES: [C:1]([O-:2])([O-:3])=[O:4].[CH3:27][C:28](=[O:29])[CH3:30].[CH3:7][n:8]1[cH:9][n:10][c:11](-[c:15]2[cH:16][cH:17][cH:18][cH:19][cH:20]2)[c:12]1[CH:13]=[O:14].[K+:26].[K+:5].[K+:6].[Mn:21]([O-:22])(=[O:23])(=[O:24])=[O:25].[OH2:31]>>[C:1]([OH:2])(=[O:4])[c:12]1[n:8]([CH3:7])[cH:9][n:10][c:11]1-[c:15]1[cH:16][cH:17][cH:18][cH:19][cH:20]1. Starting materials: [NH4+].[Cl-] (NH4Cl), BrC1=C(C(=CC=C1F)[N+](=O)[O-])NC1=CC=CC=C1 ((2-bromo-3-fluoro-6-nitrophenyl)phenylamine). The reagents and catalysts are [Fe] (iron). Run in CO (MeOH), O (water). Run at temperature 90 celsius. Yields the product BrC1=C(C(=CC=C1F)N)NC1=CC=CC=C1 (3-Bromo-4-fluoro-N2-phenylbenzene-1,2-diamine). The yield is 90.1%. RXN SMILES: [Br:1][C:2]1[C:7]([F:8])=[CH:6][CH:5]=[C:4]([N+:9]([O-])=O)[C:3]=1[NH:12][C:13]1[CH:18]=[CH:17][CH:16]=[CH:15][CH:14]=1.[NH4+].[Cl-]>CO.O.[Fe]>[Br:1][C:2]1[C:7]([F:8])=[CH:6][CH:5]=[C:4]([NH2:9])[C:3]=1[NH:12][C:13]1[CH:18]=[CH:17][CH:16]=[CH:15][CH:14]=1 |f:1.2|. Procedure details: To a mixture of (2-bromo-3-fluoro-6-nitrophenyl)phenylamine (2.4 g, 7.7 mmol) in MeOH (40 mL) and water (15 mL) were added NH4Cl (2.38 g, 46.3 mmol) and iron powder (1.72 g, 30.9 mmol) and the reaction mixture heated at 90° C. for 1 h. After cooling to RT, the crude mixture was filtered through a pad of Celite® and the filtrate concentrated in vacuo. The resulting residue was partitioned between EtOAc and water. The aqueous phase was extracted with EtOAc (×3) and the combined organic fractions w... Starting materials: N.CO (ammonia methanol), ClC=1C=C2C(=CC1)N(CC21CN(CC1)C(C(=O)OCC)=O)C(NC=1SC(=CN1)Cl)=O (ethyl 2-(5-chloro-1-((5-chlorothiazol-2-yl)carbamoyl)spiro[indoline-3,3′-pyrrolidin]-1′-yl)-2-oxoacetate). Run in O1CCCC1 (tetrahydrofuran). Run at time 14 hour. Product: NC(C(=O)N1CC2(CC1)CN(C1=CC=C(C=C12)Cl)C(=O)NC=1SC(=CN1)Cl)=O (1′-(2-amino-2-oxoacetyl)-5-chloro-N-(5-chlorothiazol-2-yl)spiro[indoline-3,3′-pyrrolidine]-1-carboxamide). Isolated yield 62.0%. Reaction SMILES: [NH3:1].CO.[Cl:4][C:5]1[CH:6]=[C:7]2[C:13]3([CH2:17][CH2:16][N:15]([C:18](=[O:24])[C:19]([O:21]CC)=O)[CH2:14]3)[CH2:12][N:11]([C:25](=[O:33])[NH:26][C:27]3[S:28][C:29]([Cl:32])=[CH:30][N:31]=3)[C:8]2=[CH:9][CH:10]=1>O1CCCC1>[NH2:1][C:19](=[O:21])[C:18]([N:15]1[CH2:16][CH2:17][C:13]2([C:7]3[C:8](=[CH:9][CH:10]=[C:5]([Cl:4])[CH:6]=3)[N:11]([C:25]([NH:26][C:27]3[S:28][C:29]([Cl:32])=[CH:30][N:31]=3)=[O:33])[CH2:12]2)[CH2:14]1)=[O:24] |f:0.1|. Reported procedure: A saturated solution of ammonia-methanol (0.5 mL) and tetrahydrofuran (0.5 mL) were added to the ethyl 2-(5-chloro-1-((5-chlorothiazol-2-yl)carbamoyl)spiro[indoline-3,3′-pyrrolidin]-1′-yl)-2-oxoacetate (50 mg, 0.106 mmol) obtained in Example 43, and the obtained mixture was then stirred at room temperature for 14 hours. Thereafter, the reaction solution was concentrated in vacuo, and the obtained residue was then washed with chloroform to obtain the captioned compound (29.0 mg, 62%) in the form ... Starting materials: CC#N, Clc1ccnc(Cl)n1, CC(=O)Nc1ccc(O)c(F)c1, [K+], [K+], O=C([O-])[O-]. Product: CC(=O)Nc1ccc(Oc2ccnc(Cl)n2)c(F)c1. Reaction SMILES: [CH3:27][C:28]#[N:29].[Cl:1][c:2]1[n:3][cH:4][cH:5][c:6]([Cl:8])[n:7]1.[F:9][c:10]1[cH:11][c:12]([NH:17][C:18]([CH3:19])=[O:20])[cH:13][cH:14][c:15]1[OH:16].[K+:21].[K+:22].[O-:23][C:24]([O-:25])=[O:26]>>[Cl:1][c:2]1[n:3][cH:4][cH:5][c:6]([O:16][c:15]2[c:10]([F:9])[cH:11][c:12]([NH:17][C:18]([CH3:19])=[O:20])[cH:13][cH:14]2)[n:7]1.